This data is from the Open Reaction Database (ORD), a public repository of structured organic reaction records. The task is: describe an organic reaction: reactants, conditions, products, and yield Reactants: CC(C)(C)c1cc(O)c(C(C)(C)C)cc1O, CC(C)(C)C(=O)O, CC#N, O=S(=O)(O)O. Product: CC(C)(C)C(=O)Oc1cc(C(C)(C)C)c(O)cc1C(C)(C)C. As a reaction SMILES: [C:1]([CH3:2])([CH3:3])([CH3:4])[c:5]1[c:6]([OH:7])[cH:8][c:9]([C:13]([CH3:14])([CH3:15])[CH3:16])[c:10]([OH:12])[cH:11]1.[CH3:17][C:18]([C:19](=[O:20])[OH:21])([CH3:22])[CH3:23].[CH3:29][C:30]#[N:31].[S:24](=[O:25])(=[O:26])([OH:27])[OH:28]>>[C:1]([CH3:2])([CH3:3])([CH3:4])[c:5]1[c:6]([OH:7])[cH:8][c:9]([C:13]([CH3:14])([CH3:15])[CH3:16])[c:10]([O:12][C:19]([C:18]([CH3:17])([CH3:22])[CH3:23])=[O:20])[cH:11]1. As a reaction SMILES: [F:1][C:2]([F:13])([F:12])[C:3]1[CH:8]=[CH:7][C:6]([CH2:9][CH2:10][NH2:11])=[CH:5][CH:4]=1.[CH3:14][N:15]1[C:24]2[CH2:23][CH2:22][CH2:21][C:20](=O)[C:19]=2[CH:18]=[CH:17][C:16]1=[O:26].C1(C)C=CC(S(O)(=O)=O)=CC=1>C1(C)C=CC=CC=1>[F:1][C:2]([F:12])([F:13])[C:3]1[CH:4]=[CH:5][C:6]([CH2:9][CH2:10][NH:11][CH:20]2[CH2:21][CH2:22][CH2:23][C:24]3[N:15]([CH3:14])[C:16](=[O:26])[CH:17]=[CH:18][C:19]2=3)=[CH:7][CH:8]=1. Run in C1(=CC=CC=C1)C (toluene). Reported procedure: A mixture of 2-(4-trifluoromethylphenyl)ethylamine (4.1 g), 5,6,7,8-tetrahydro-1-methyl-5-oxo-2(1H)-quinolinone (3.0 g), and para-toluenesulfonic acid (256 mg) was heated in refluxing toluene (50 ml), with azeotropic removal or water, for 40 hrs. An additional 2.0 g of the amine was added and the mixture was refluxed for 36 hr. The solution was cooled, and the mixture was concentrated in vacuo. Sodium borohydride (0.6 g) was added to a solution of the residue in ethyl alcohol (50 ml), and the re... Isolated yield 64.1%. Conditions: time 40 hour. Product: FC(C1=CC=C(C=C1)CCNC1C=2C=CC(N(C2CCC1)C)=O)(F)F (5-[[2-(4-Trifluoromethylphenyl)ethyl]amino]-5,6,7,8-tetrahydro-1-methyl-2(1H)-quinolinone). The reactants are FC(C1=CC=C(C=C1)CCN)(F)F (2-(4-trifluoromethylphenyl)ethylamine), CN1C(C=CC=2C(CCCC12)=O)=O (5,6,7,8-tetrahydro-1-methyl-5-oxo-2(1H)-quinolinone), C1(=CC=C(C=C1)S(=O)(=O)O)C (para-toluenesulfonic acid). The reactants are C(C1=CC=CC=C1)N1CCOC(C1)C1=CC=C(C=C1)Br (4-benzyl-6-(4-bromo-phenyl)-morpholine), [Li]CCCC (n-BuLi), ClC1=C(C(=CC=C1)Cl)N=C=O (2,6-dichlorophenyl isocyanate), C(=O)(O)[O-].[Na+] (NaHCO3). Run in C1CCOC1 (THF), C1CCOC1 (THF). Reaction conditions: time 1 hour. Product: C(C1=CC=CC=C1)N1CC(OCC1)C1=CC=C(C(=O)NC2=C(C=CC=C2Cl)Cl)C=C1 (4-(4-benzyl-morpholin-2-yl)-N-(2,6-dichloro-phenyl)-benzamide). Isolated yield 50.7%. As a reaction SMILES: [CH2:1]([N:8]1[CH2:13][CH:12]([C:14]2[CH:19]=[CH:18][C:17](Br)=[CH:16][CH:15]=2)[O:11][CH2:10][CH2:9]1)[C:2]1[CH:7]=[CH:6][CH:5]=[CH:4][CH:3]=1.[Li]CCCC.[Cl:26][C:27]1[CH:32]=[CH:31][CH:30]=[C:29]([Cl:33])[C:28]=1[N:34]=[C:35]=[O:36].C([O-])(O)=O.[Na+]>C1COCC1>[CH2:1]([N:8]1[CH2:9][CH2:10][O:11][CH:12]([C:14]2[CH:19]=[CH:18][C:17]([C:35]([NH:34][C:28]3[C:29]([Cl:33])=[CH:30][CH:31]=[CH:32][C:27]=3[Cl:26])=[O:36])=[CH:16][CH:15]=2)[CH2:13]1)[C:2]1[CH:7]=[CH:6][CH:5]=[CH:4][CH:3]=1 |f:3.4|. Procedure: To a solution of 4-benzyl-6-(4-bromo-phenyl)-morpholine (1.01 g; 3.04 mmol) in THF (25 mL) was added dropwise n-BuLi (1.2 mL; 2.5 mol/l in hexanes; 3.04 mmol), at −78° C. After 1 hour at −78° C., a solution of 2,6-dichlorophenyl isocyanate (0.63 g; 3.34 mmol) in THF (5 mL) was added dropwise. The mixture was allowed to warm to RT and then 5% aqueous NaHCO3 was added. Subsequently, the mixture was extracted with Et2O. The organic layer was dried (Na2SO4), filtered, and concentrated in vacuo. The ...